Dataset: the Open Reaction Database (ORD), a public repository of structured organic reaction records. Task: describe an organic reaction: reactants, conditions, products, and yield Starting materials: C(C(=O)C1=CC=CC=C1)Cl (phenacyl chloride), Grignard reagent, C(C(C)C)Br (isobutyl bromide), [Mg] (magnesium). Run in [Na] (sodium), [Na] (sodium). Conditions: time 1 hour. Product: CC(C)CC(CCl)(O)C1=CC=CC=C1 (2-methyl-4-phenyl-5-chloro-pentan-4-ol). Isolated yield 70.0%. RXN SMILES: [CH2:1](Br)[CH:2]([CH3:4])[CH3:3].[Mg].[CH2:7]([Cl:16])[C:8]([C:10]1[CH:15]=[CH:14][CH:13]=[CH:12][CH:11]=1)=[O:9]>[Na]>[CH3:3][CH:2]([CH2:1][C:8]([C:10]1[CH:15]=[CH:14][CH:13]=[CH:12][CH:11]=1)([OH:9])[CH2:7][Cl:16])[CH3:4] |^1:16|. Procedure details: The Grignard reagent generated from isobutyl bromide (0.1 mol, 13.7 g) in sodium dry diethyl ether (50 ml) and magnesium turnings (0.11 g atoms; 2.6 g) was added dropwise to a solution of phenacyl chloride (0.05 mol, 7.7 g) in sodium dry diethyl ether (100 ml) so that gentle reflux was maintained. The solution was then stirred at room temperature for 1 hour and the magnesium complex destroyed by pouring into a saturated ammonium chloride solution (200 ml). The ethereal extract was washed with wa... Starting materials: NC1=NC=NC(=C1N=O)N (4,6-diamino-5-nitrosopyrimidine), O (water), C(=O)[O-].[Na+] (sodium formate), C(=O)O (formic acid). Reagents/catalysts: [Pd] (palladium). Run in C(=O)N (formamide). Conditions: time 30 minute. The product is N1=CN=C2N=CNC2=C1N (adenine). The yield is 90.0%. RXN SMILES: [NH2:1][C:2]1[C:7]([N:8]=O)=[C:6]([NH2:10])[N:5]=[CH:4][N:3]=1.[CH:11]([O-])=O.[Na+].C(O)=O.O>C(N)=O.[Pd]>[N:5]1[C:6]([NH2:10])=[C:7]2[C:2]([N:1]=[CH:11][NH:8]2)=[N:3][CH:4]=1 |f:1.2|. Reported procedure: 13.9 g (0.1 mol) 4,6-diamino-5-nitrosopyrimidine was suspended in 50 ml formamide, 6.8 g (0.1 mol) sodium formate, 27.0 g (0.5 mol) 85% formic acid and 0.5 g palladium catalyst were added according to example 1 and the mixture was heated for 4 hours to 110° C. The decolorized suspension was subsequently heated for 3 hours to 180° C. and then cooled. In order to improve the processing, 50 ml water was added and the solid was filtered. The filter cake was dissolved in 160 ml 5% sodium hydroxide so... The reactants are ClC1=C(C(=O)OC(C)(C)C)C=CC(=C1)Cl (tert-butyl 2,4-dichlorobenzoate), C(C)(C)NC(C)C (diisopropylamine), C(CCC)[Li] (n-butyllithium), C(=O)C=1OC=CC1 (2-formylfuran). Run in O1CCCC1 (tetrahydrofuran), O1CCCC1 (tetrahydrofuran), O1CCCC1 (tetrahydrofuran), CCCCCC (hexane), [Cl-].[Na+] (sodium chloride). Conditions: temperature -75 celsius, time 12 hour. Product: ClC1=C(C(=O)OC(C)(C)C)C=CC(=C1C(O)C=1OC=CC1)Cl (tert-Butyl 2,4-dichloro-3-((2-furyl)(hydroxymethyl))benzoate). Reaction SMILES: C(NC(C)C)(C)C.C([Li])CCC.[Cl:13][C:14]1[CH:26]=[C:25]([Cl:27])[CH:24]=[CH:23][C:15]=1[C:16]([O:18][C:19]([CH3:22])([CH3:21])[CH3:20])=[O:17].[CH:28]([C:30]1[O:31][CH:32]=[CH:33][CH:34]=1)=[O:29]>O1CCCC1.CCCCCC.[Cl-].[Na+]>[Cl:13][C:14]1[C:26]([CH:28]([C:30]2[O:31][CH:32]=[CH:33][CH:34]=2)[OH:29])=[C:25]([Cl:27])[CH:24]=[CH:23][C:15]=1[C:16]([O:18][C:19]([CH3:22])([CH3:21])[CH3:20])=[O:17] |f:6.7|. Procedure: At -20° C., 4.0 g (39.6 mmol) of diisopropylamine in 80 ml of tetrahydrofuran are treated for 15 min with 19 ml (30.4 mmol) of 1.6 M n-butyllithium solution in hexane. After cooling to -75° C., a solution of 7.5 g (30.4 mmol) of tert-butyl 2,4-dichlorobenzoate in 20 ml of tetrahydrofuran is added dropwise and the mixture is stirred at room temperature for 12 h. The reaction mixture is admixed with a solution of 2.9 g (30.2 mmol) of 2-formylfuran in 15 ml of tetrahydrofuran and stirred at room te... Reactants: O=C1CN(C1)C(=O)OC(C)(C)C (tert-Butyl 3-oxoazetidine-1-carboxylate), C1CCOC1 (THF), O (Water), C[Mg]Br.C1CCOC1 (methylmagnesium bromide THF). Run in CCOC(=O)C (EtOAc). Reaction conditions: time 1 hour. Yields the product OC1(CN(C1)C(=O)OC(C)(C)C)C (tert-butyl 3-hydroxy-3-methylazetidine-1-carboxylate). RXN SMILES: [O:1]=[C:2]1[CH2:5][N:4]([C:6]([O:8][C:9]([CH3:12])([CH3:11])[CH3:10])=[O:7])[CH2:3]1.[CH2:13]1COCC1.C[Mg]Br.C1COCC1.O>CCOC(C)=O>[OH:1][C:2]1([CH3:13])[CH2:5][N:4]([C:6]([O:8][C:9]([CH3:12])([CH3:11])[CH3:10])=[O:7])[CH2:3]1 |f:2.3|. Procedure: tert-Butyl 3-oxoazetidine-1-carboxylate (1 g) and THF (20 ml), which had been cooled to 0° C., were mixed, and a 1.12 M methylmagnesium bromide/THF solution (10 ml) was added thereto, followed by stirring at the same temperature for 1 hour. Water and EtOAc were added to the reaction mixture, the organic layer was dried over Na2SO4, and the solvent was concentrated under reduced pressure. The obtained residue was purified by silica gel column chromatography (hexane/EtOAc) to obtain tert-butyl 3-h... Starting materials: BrC1=NC=C(C=C1)[N+](=O)[O-] (2-bromo-5-nitropyridine), CC(C)(OC(=O)N[C@H](C(=O)OC)CC#C)C (methyl (S)-2-[[(1,1-dimethylethoxy)carbonyl]amino]pent-4-ynoate), C([O-])([O-])=O.[K+].[K+] (potassium carbonate). Reagents/catalysts: [Cu](I)I (copper iodide), Cl[Pd]([P](C1=CC=CC=C1)(C2=CC=CC=C2)C3=CC=CC=C3)([P](C4=CC=CC=C4)(C5=CC=CC=C5)C6=CC=CC=C6)Cl (dichlorobis(triphenylphosphine)palladium). Solvent: CN(C=O)C (dimethylformamide), C(C)(=O)OCC (ethyl acetate). Conditions: temperature 60 celsius. The product is CC(C)(OC(=O)N[C@H](C(=O)OC)CC#CC1=NC=C(C=C1)[N+](=O)[O-])C (methyl (S)-2-[[(1,1-dimethylethoxy)carbonyl]amino]-5-(5-nitropyrid-2-yl)pent-4-ynoate). Yield: 64.3%. Reaction SMILES: Br[C:2]1[CH:7]=[CH:6][C:5]([N+:8]([O-:10])=[O:9])=[CH:4][N:3]=1.[CH3:11][C:12]([CH3:26])([O:14][C:15]([NH:17][C@@H:18]([CH2:23][C:24]#[CH:25])[C:19]([O:21][CH3:22])=[O:20])=[O:16])[CH3:13].C(=O)([O-])[O-].[K+].[K+]>CN(C)C=O.C(OCC)(=O)C.[Cu](I)I.Cl[Pd](Cl)([P](C1C=CC=CC=1)(C1C=CC=CC=1)C1C=CC=CC=1)[P](C1C=CC=CC=1)(C1C=CC=CC=1)C1C=CC=CC=1>[CH3:13][C:12]([CH3:26])([O:14][C:15]([NH:17][C@@H:18]([CH2:23][C:24]#[C:25][C:2]1[CH:7]=[CH:6][C:5]([N+:8]([O-:10])=[O:9])=[CH:4][N:3]=1)[C:19]([O:21][CH3:22])=[O:20])=[O:16])[CH3:11] |f:2.3.4,^1:49,68|. Procedure: A mixture of 2-bromo-5-nitropyridine (10.0 g; 49.0 mmol), methyl (S)-2-[[(1,1-dimethylethoxy)carbonyl]amino]pent-4-ynoate (13.34 g; 58.8 mmol), copper iodide (0.465 g; 2.5 mmol), potassium carbonate (13.6 g; 98.0 mmol) and dichlorobis(triphenylphosphine)palladium (1.7 g; 2.5 mmol) in 30 ml of anhydrous dimethylformamide (DMF) is heated for 4 hours at 60° C. under argon. The reaction mixture is taken up in 800 ml of ethyl acetate, washed with 2×400 ml of water, 400 ml of saturated hydrogen carbon... Reactants: C(#N)C(C(=O)OCC)CC (Ethyl 2-cyanobutanoate), CNC(=O)N (1-methylurea), NC1=C(C(NC(N1CC)=O)=O)C (6-amino-1-ethyl-5-methylpyrimidine-2,4(1H,3H)-dione). Yields the product NC1=C(C(NC(N1C)=O)=O)CC (6-amino-5-ethyl-1-methylpyrimidine-2,4(1H,3H)-dione). As a reaction SMILES: [C:1](C(CC)C(OCC)=O)#N.CNC(N)=O.[NH2:16][C:17]1[N:22]([CH2:23]C)[C:21](=[O:25])[NH:20][C:19](=[O:26])[C:18]=1[CH3:27]>>[NH2:16][C:17]1[N:22]([CH3:23])[C:21](=[O:25])[NH:20][C:19](=[O:26])[C:18]=1[CH2:27][CH3:1]. Procedure: Ethyl 2-cyanobutanoate was reacted with 1-methylurea according to the method described for synthesis of C9 in Example 5. The product was obtained as a white solid. Yield: 5.95 g, 35.2 mmol, 66%. 1H NMR (400 MHz, DMSO-d6) δ 10.36 (s, 1H), 6.41 (s, 2H), 3.22 (s, 3H), 2.22 (q, J=7.3 Hz, 2H), 0.87 (t, J=7.3 Hz, 3H). Starting materials: COc1cc2c(cc1CC=C(C)C)C(=O)NCCO2, CI, CN(C)C=O, CCOC(C)=O, [Cl-], [H-], [NH4+], [Na+]. Yields the product COc1cc2c(cc1CC=C(C)C)C(=O)N(C)CCO2. Reaction SMILES: [CH3:1][O:2][c:3]1[cH:4][c:5]2[c:6]([cH:13][c:14]1[CH2:15][CH:16]=[C:17]([CH3:18])[CH3:19])[C:7](=[O:12])[NH:8][CH2:9][CH2:10][O:11]2.[CH3:22][I:23].[CH3:26][N:27]([CH3:28])[CH:29]=[O:30].[CH3:31][CH2:32][O:33][C:34](=[O:35])[CH3:36].[Cl-:24].[H-:20].[NH4+:25].[Na+:21]>>[CH3:1][O:2][c:3]1[cH:4][c:5]2[c:6]([cH:13][c:14]1[CH2:15][CH:16]=[C:17]([CH3:18])[CH3:19])[C:7](=[O:12])[N:8]([CH3:22])[CH2:9][CH2:10][O:11]2. The reactants are OCCCOC1=NC=C(C#N)C=C1 (6-(3-hydroxypropoxy)nicotinonitrile), S (H2S), C(C)NCC (Diethylamine). Solvent: CN(C)C=O (DMF). Reaction conditions: temperature 60 celsius. The product is OCCCOC1=NC=C(C(=S)N)C=C1 (6-(3-hydroxy-propoxy)-thionicotinamide). Reaction SMILES: [OH:1][CH2:2][CH2:3][CH2:4][O:5][C:6]1[CH:13]=[CH:12][C:9]([C:10]#[N:11])=[CH:8][N:7]=1.[SH2:14].C(NCC)C>CN(C=O)C>[OH:1][CH2:2][CH2:3][CH2:4][O:5][C:6]1[CH:13]=[CH:12][C:9]([C:10]([NH2:11])=[S:14])=[CH:8][N:7]=1. Reported procedure: Through a solution of 6-(3-hydroxypropoxy)nicotinonitrile (Example 66, 16 g, 89.79 mmol) in DMF (450 mL) was passed H2S for 3 h at rt. The reaction mixture turned purple. Diethylamine (9.85 g, 134.69 mmol) was added slowly. The resultant dark green solution was heated at 60° C. for 2 h. The resulting mixture was concentrated under reduced pressure and purified by flash chromatography with a gradient of EtOAc in hexanes from 50 to 100%. The title compound was collected as a yellow solid (18.9 g, ... Starting materials: COC(=O)COc1ccc(Cl)c2nc(C)c(Cc3ccc(F)cc3)c(OC(C)C)c12, CO, O=CO, [Na+], [OH-]. The product is Cc1nc2c(Cl)ccc(OCC(=O)O)c2c(OC(C)C)c1Cc1ccc(F)cc1. As a reaction SMILES: [CH3:1][O:2][C:3]([CH2:4][O:5][c:6]1[c:7]2[c:8]([O:26][CH:27]([CH3:28])[CH3:29])[c:9]([CH2:18][c:19]3[cH:20][cH:21][c:22]([F:25])[cH:23][cH:24]3)[c:10]([CH3:17])[n:11][c:12]2[c:13]([Cl:16])[cH:14][cH:15]1)=[O:30].[CH3:31][OH:32].[CH:35]([OH:36])=[O:37].[Na+:34].[OH-:33]>>[O:2]=[C:3]([CH2:4][O:5][c:6]1[c:7]2[c:8]([O:26][CH:27]([CH3:28])[CH3:29])[c:9]([CH2:18][c:19]3[cH:20][cH:21][c:22]([F:25])[cH:23][cH:24]3)[c:10]([CH3:17])[n:11][c:12]2[c:13]([Cl:16])[cH:14][cH:15]1)[OH:30].